The task is: describe an organic reaction: reactants, conditions, products, and yield. This data is from the Open Reaction Database (ORD), a public repository of structured organic reaction records. Reactants: C(C)NCCCCCCC (ethyl(heptyl)amine), C1(CCC(=O)O1)=O (succinic anhydride). Yields the product C(C)N(C(CCC(=O)O)=O)CCCCCCC (4-[Ethyl(heptyl)amino]-4-oxobutyric acid). As a reaction SMILES: [CH2:1]([NH:3][CH2:4][CH2:5][CH2:6][CH2:7][CH2:8][CH2:9][CH3:10])[CH3:2].[C:11]1(=[O:17])[O:16][C:14](=[O:15])[CH2:13][CH2:12]1>>[CH2:1]([N:3]([CH2:4][CH2:5][CH2:6][CH2:7][CH2:8][CH2:9][CH3:10])[C:11](=[O:17])[CH2:12][CH2:13][C:14]([OH:16])=[O:15])[CH3:2]. Procedure details: In a manner similar to Preparation 4, react ethyl(heptyl)amine with succinic anhydride to obtain the title compound.